From a dataset of the Open Reaction Database (ORD), a public repository of structured organic reaction records. describe an organic reaction: reactants, conditions, products, and yield Reactants: BrCC1CCCN(Cc2ccccc2)C1, CC(C)(C)[O-], COc1cc2c(cc1OC)CC(=O)NC=C2, CS(C)=O, [K+], O. Product: COc1cc2c(cc1OC)CC(=O)N(CC1CCCN(Cc3ccccc3)C1)C=C2. Reaction SMILES: [CH2:23]([c:24]1[cH:25][cH:26][cH:27][cH:28][cH:29]1)[N:30]1[CH2:31][CH:32]([CH2:36][Br:37])[CH2:33][CH2:34][CH2:35]1.[CH3:17][C:18]([CH3:19])([O-:20])[CH3:21].[CH3:1][O:2][c:3]1[cH:4][c:5]2[c:6]([cH:13][c:14]1[O:15][CH3:16])[CH2:7][C:8](=[O:12])[NH:9][CH:10]=[CH:11]2.[CH3:39][S:40]([CH3:41])=[O:42].[K+:22].[OH2:38]>>[CH3:1][O:2][c:3]1[cH:4][c:5]2[c:6]([cH:13][c:14]1[O:15][CH3:16])[CH2:7][C:8](=[O:12])[N:9]([CH2:36][CH:32]1[CH2:31][N:30]([CH2:23][c:24]3[cH:25][cH:26][cH:27][cH:28][cH:29]3)[CH2:35][CH2:34][CH2:33]1)[CH:10]=[CH:11]2. Starting materials: Fc1cccc(Br)c1, C1CCOC1, [Li]CCCC, CN(C)C=O. Yields the product O=Cc1c(F)cccc1Br. As a reaction SMILES: [Br:6][c:7]1[cH:8][c:9]([F:13])[cH:10][cH:11][cH:12]1.[CH2:19]1[O:20][CH2:21][CH2:22][CH2:23]1.[CH3:1][CH2:2][CH2:3][CH2:4][Li:5].[O:14]=[CH:15][N:16]([CH3:17])[CH3:18]>>[Br:6][c:7]1[c:8]([CH:15]=[O:14])[c:9]([F:13])[cH:10][cH:11][cH:12]1. Starting materials: NC1=C(C(=NC(=C1)C1=C(C=C(C(=C1)[N+](=O)[O-])Cl)F)C(=O)OC)Cl (methyl 4-amino-3-chloro-6-(4-chloro-2-fluoro-5-nitrophenyl)pyridine-2-carboxylate). The reagents and catalysts are [Fe] (Iron). Run in C(C)(=O)O (acetic acid). Reaction conditions: temperature 85 celsius. Yields the product COC(=O)C1=NC(=CC(=C1Cl)N)C1=C(C=C(C(=C1)N)Cl)F (4-amino-3-chloro-6-(5-amino-4-chloro-2-fluorophenyl)pyridine-2-carboxylic acid methyl ester). Isolated yield 95.7%. Reaction SMILES: [NH2:1][C:2]1[CH:7]=[C:6]([C:8]2[CH:13]=[C:12]([N+:14]([O-])=O)[C:11]([Cl:17])=[CH:10][C:9]=2[F:18])[N:5]=[C:4]([C:19]([O:21][CH3:22])=[O:20])[C:3]=1[Cl:23]>C(O)(=O)C.[Fe]>[CH3:22][O:21][C:19]([C:4]1[C:3]([Cl:23])=[C:2]([NH2:1])[CH:7]=[C:6]([C:8]2[CH:13]=[C:12]([NH2:14])[C:11]([Cl:17])=[CH:10][C:9]=2[F:18])[N:5]=1)=[O:20]. Procedure: Iron powder (0.78 g, 13.9 mmol) was added to a slurry of methyl 4-amino-3-chloro-6-(4-chloro-2-fluoro-5-nitrophenyl)pyridine-2-carboxylate (0.5 g, 1.39 mmol) in acetic acid (20 mL) in a 100 mL round bottomed flask. The mixture was heated to 85° C. for 15 minutes. then cooled to room temperature and filtered through celite with ethanol and the filtrate concentrated in vacuo. The residue was partitioned between ethyl acetate and saturated NaHCO3, the layers separated, the aqueous phase extracted w... Starting materials: CCOC(=O)CC1CN(c2c(C)cccc2C)C(=N)N1c1c(C)cccc1C, CCOC(C)=O. Product: Cc1cccc(C)c1N1CC(CC(=O)O)N(c2c(C)cccc2C)C1=N. As a reaction SMILES: [CH3:1][c:2]1[c:3]([N:9]2[C:10](=[NH:28])[N:11]([c:20]3[c:21]([CH3:27])[cH:22][cH:23][cH:24][c:25]3[CH3:26])[CH:12]([CH2:14][C:15](=[O:16])[O:17][CH2:18][CH3:19])[CH2:13]2)[c:4]([CH3:8])[cH:5][cH:6][cH:7]1.[CH3:29][CH2:30][O:31][C:32](=[O:33])[CH3:34]>>[CH3:1][c:2]1[c:3]([N:9]2[C:10](=[NH:28])[N:11]([c:20]3[c:21]([CH3:27])[cH:22][cH:23][cH:24][c:25]3[CH3:26])[CH:12]([CH2:14][C:15](=[O:16])[OH:17])[CH2:13]2)[c:4]([CH3:8])[cH:5][cH:6][cH:7]1. Starting materials: Cl, CC(C)(C)OC(=O)Nc1ccsc1-c1n[nH]c(=O)o1, C1COCCO1. Product: Cl, Nc1ccsc1-c1n[nH]c(=O)o1. RXN SMILES: [ClH:20].[O:1]=[c:2]1[nH:3][n:4][c:5](-[c:7]2[s:8][cH:9][cH:10][c:11]2[NH:12][C:13](=[O:14])[O:15][C:16]([CH3:17])([CH3:18])[CH3:19])[o:6]1.[O:21]1[CH2:22][CH2:23][O:24][CH2:25][CH2:26]1>>[ClH:20].[O:1]=[c:2]1[nH:3][n:4][c:5](-[c:7]2[s:8][cH:9][cH:10][c:11]2[NH2:12])[o:6]1.